This data is from the Open Reaction Database (ORD), a public repository of structured organic reaction records. The task is: describe an organic reaction: reactants, conditions, products, and yield Run in C(C)(=O)OCC (ethyl acetate). The product is O(C1=CC=CC=C1)C=1C=C2C=C(C(=NC2=CC1)NC(C)=O)C(CCC=C)C1CCOCC1 (N-{6-phenoxy-3-[1-(tetrahydro-pyran-4-yl)-pent-4-enyl]-quinolin-2-yl}-acetamide). Procedure details: To a stirred solution of the solid isolated in Step D (5.08 g, 17.6 mmol) in acetic anhydride (20 mL), sulfuric acid (1 drop) was added. The reaction mixture was stirred at room temperature for four hours. The reaction mixture was then concentrated to yield a residue. The residue was dissolved in ethyl acetate (300 mL). The resulting solution was extracted with sodium hydroxide (1.0 N) solution twice, hydrochloric acid (1.0 N) once, and brine once, and then was dried over magnesium sulfate. The ... As a reaction SMILES: [O:1]([C:8]1[CH:9]=[C:10]2[C:15](=[CH:16][CH:17]=1)[N:14]=[C:13]([NH2:18])[C:12]([CH:19]([CH:24]1[CH2:29][CH2:28][O:27][CH2:26][CH2:25]1)[CH2:20][CH2:21][CH:22]=[CH2:23])=[CH:11]2)[C:2]1[CH:7]=[CH:6][CH:5]=[CH:4][CH:3]=1.[C:30](OC(=O)C)(=[O:32])[CH3:31]>S(=O)(=O)(O)O.C(OCC)(=O)C>[O:1]([C:8]1[CH:9]=[C:10]2[C:15](=[CH:16][CH:17]=1)[N:14]=[C:13]([NH:18][C:30](=[O:32])[CH3:31])[C:12]([CH:19]([CH:24]1[CH2:29][CH2:28][O:27][CH2:26][CH2:25]1)[CH2:20][CH2:21][CH:22]=[CH2:23])=[CH:11]2)[C:2]1[CH:3]=[CH:4][CH:5]=[CH:6][CH:7]=1. Starting materials: O(C1=CC=CC=C1)C=1C=C2C=C(C(=NC2=CC1)N)C(CCC=C)C1CCOCC1 (6-phenoxy-3-[1-(tetrahydro-pyran-4-yl)-pent-4-enyl]-quinolin-2-ylamine), C(C)(=O)OC(C)=O (acetic anhydride). The reagents and catalysts are S(O)(O)(=O)=O (sulfuric acid). Run at time 4 hour. Starting materials: ClC1=CC(=CC=C1)C(=O)OO (m-chloroperbenzoic acid), FC(C=1C=C(CN(C2=NC=C(C=N2)OCCCC(=O)OCC)CC2=C(C=CC(=C2)C(F)(F)F)C2=NC(=NC=C2OC)SC)C=C(C1)C(F)(F)F)(F)F (Ethyl 4-(2-{(3,5-bis-trifluoromethyl-benzyl)-[2-(5-methoxy-2-methylsulfanyl-pyrimidin-4-yl)-5-trifluoromethyl-benzyl]-amino}-pyrimidin-5-yloxy)-butyrate), S(=S)(=O)([O-])[O-].[Na+].[Na+] (sodium thiosulfate). The solvent is C(Cl)(Cl)Cl (chloroform), C(Cl)(Cl)Cl (chloroform). Conditions: time 30 minute. Yields the product FC(C=1C=C(CN(C2=NC=C(C=N2)OCCCC(=O)OCC)CC2=C(C=CC(=C2)C(F)(F)F)C2=NC(=NC=C2OC)S(=O)C)C=C(C1)C(F)(F)F)(F)F (ethyl 4-(2-{(3,5-bis-trifluoromethyl-benzyl)-[2-(2-methanesulfinyl-5-methoxy-pyrimidin-4-yl)-5-trifluoromethyl-benzyl]-amino}-pyrimidin-5-yloxy)-butyrate). Yield: 86.5%. RXN SMILES: [F:1][C:2]([F:52])([F:51])[C:3]1[CH:4]=[C:5]([CH:44]=[C:45]([C:47]([F:50])([F:49])[F:48])[CH:46]=1)[CH2:6][N:7]([CH2:23][C:24]1[CH:29]=[C:28]([C:30]([F:33])([F:32])[F:31])[CH:27]=[CH:26][C:25]=1[C:34]1[C:39]([O:40][CH3:41])=[CH:38][N:37]=[C:36]([S:42][CH3:43])[N:35]=1)[C:8]1[N:13]=[CH:12][C:11]([O:14][CH2:15][CH2:16][CH2:17][C:18]([O:20][CH2:21][CH3:22])=[O:19])=[CH:10][N:9]=1.ClC1C=CC=C(C(OO)=[O:61])C=1.S([O-])([O-])(=O)=S.[Na+].[Na+]>C(Cl)(Cl)Cl>[F:48][C:47]([F:50])([F:49])[C:45]1[CH:44]=[C:5]([CH:4]=[C:3]([C:2]([F:51])([F:1])[F:52])[CH:46]=1)[CH2:6][N:7]([CH2:23][C:24]1[CH:29]=[C:28]([C:30]([F:31])([F:32])[F:33])[CH:27]=[CH:26][C:25]=1[C:34]1[C:39]([O:40][CH3:41])=[CH:38][N:37]=[C:36]([S:42]([CH3:43])=[O:61])[N:35]=1)[C:8]1[N:13]=[CH:12][C:11]([O:14][CH2:15][CH2:16][CH2:17][C:18]([O:20][CH2:21][CH3:22])=[O:19])=[CH:10][N:9]=1 |f:2.3.4|. Procedure: Ethyl 4-(2-{(3,5-bis-trifluoromethyl-benzyl)-[2-(5-methoxy-2-methylsulfanyl-pyrimidin-4-yl)-5-trifluoromethyl-benzyl]-amino}-pyrimidin-5-yloxy)-butyrate (162 mg) is dissolved in chloroform (5 ml) and thereto is added m-chloroperbenzoic acid (70%) (63 mg) and the mixture is stirred at room temperature for 30 minutes. To the reaction solution are added saturated aqueous sodium thiosulfate solution and chloroform, and the mixture is separated, and the organic layer is washed with a saturated brine,... The reactants are OC=1C=C(OC2CCN(CC2)C(=O)OC(C)(C)C)C=CC1 (tert-butyl 4-(3-hydroxyphenoxy)piperidine-1-carboxylate), BrCCOC (1-bromo-2-methoxyethane). The product is COCCOC=1C=C(OC2CCN(CC2)C(=O)OC(C)(C)C)C=CC1 (tert-Butyl 4-(3-(2-methoxyethoxy)phenoxy)piperidine-1-carboxylate). The yield is 96.0%. Reaction SMILES: [OH:1][C:2]1[CH:3]=[C:4]([CH:19]=[CH:20][CH:21]=1)[O:5][CH:6]1[CH2:11][CH2:10][N:9]([C:12]([O:14][C:15]([CH3:18])([CH3:17])[CH3:16])=[O:13])[CH2:8][CH2:7]1.Br[CH2:23][CH2:24][O:25][CH3:26]>>[CH3:26][O:25][CH2:24][CH2:23][O:1][C:2]1[CH:3]=[C:4]([CH:19]=[CH:20][CH:21]=1)[O:5][CH:6]1[CH2:11][CH2:10][N:9]([C:12]([O:14][C:15]([CH3:18])([CH3:16])[CH3:17])=[O:13])[CH2:8][CH2:7]1. Procedure: The title compound was prepared in 96% yield (355 mg, colorless syrup) from tert-butyl 4-(3-hydroxyphenoxy)piperidine-1-carboxylate (300 mg, 1.02 mmol) and 1-bromo-2-methoxyethane (171 mg, 1.23 mmol) at a reaction temperature of 60° C. by the similar manner in Step-1 of Intermediate-2. Reactants: C1(CCC1)C1=CC(=C(C#N)C=C1C1=NN=C(N1)OCC)C (4-cyclobutyl-5-(5-ethoxy-4H-1,2,4-triazol-3-yl)-2-methylbenzonitrile), C1(CCC1)C1=CC(=C(C#N)C=C1C1=NN=C(N1)OCC)C (4-cyclobutyl-5-(5-ethoxy-4H-1,2,4-triazol-3-yl)-2-methylbenzonitrile), CO (MeOH). The solvent is CCO (EtOH). Product: C1(CCC1)C1=CC(=C(C#N)C=C1C1=NN=C(N1)OC)C (4-Cyclobutyl-5-(5-methoxy-4H-1,2,4-triazol-3-yl)-2-methylbenzonitrile). As a reaction SMILES: [CH:1]1([C:5]2[C:12]([C:13]3[NH:17][C:16]([O:18][CH2:19]C)=[N:15][N:14]=3)=[CH:11][C:8]([C:9]#[N:10])=[C:7]([CH3:21])[CH:6]=2)[CH2:4][CH2:3][CH2:2]1.CO>CCO>[CH:1]1([C:5]2[C:12]([C:13]3[NH:17][C:16]([O:18][CH3:19])=[N:15][N:14]=3)=[CH:11][C:8]([C:9]#[N:10])=[C:7]([CH3:21])[CH:6]=2)[CH2:2][CH2:3][CH2:4]1. Procedure details: The title compound was prepared using standard chemical manipulations and procedures similar to those used for the preparation of compound 4-cyclobutyl-5-(5-ethoxy-4H-1,2,4-triazol-3-yl)-2-methylbenzonitrile (compound 219.7), except MeOH was used as the solvent instead of EtOH. m/z (ES+) 269 (M+H)+. 1H NMR (400 MHz, Chloroform-d) δ 10.96 (br, 1H), 7.82 (s, 1H), 7.35 (s, 1H), 4.11 (s, 3H), 4.15-4.05 (m, 1H), 2.59 (s, 3H), 2.31-2.16 (m, 2H), 2.14-1.89 (m, 3H), 1.87-1.71 (m, 1H).